Dataset: the Open Reaction Database (ORD), a public repository of structured organic reaction records. Task: describe an organic reaction: reactants, conditions, products, and yield Reactants: C(C1=CC=CC=C1)N1CC(C(C1)=O)C(=O)OCC (1-benzyl-3-carboethoxy-4-pyrrolidone), C(C1=CC=CC=C1)N (benzylamine). Solvent: C1=CC=CC=C1 (benzene). Product: C(C1=CC=CC=C1)N1CC(C(C1)NCC1=CC=CC=C1)C(=O)OCC (1-benzyl-3-carboethoxy-4-benzylaminopyrrolidine). Yield: 71.0%. As a reaction SMILES: [CH2:1]([N:8]1[CH2:12][C:11](=O)[CH:10]([C:14]([O:16][CH2:17][CH3:18])=[O:15])[CH2:9]1)[C:2]1[CH:7]=[CH:6][CH:5]=[CH:4][CH:3]=1.[CH2:19]([NH2:26])[C:20]1[CH:25]=[CH:24][CH:23]=[CH:22][CH:21]=1>C1C=CC=CC=1>[CH2:1]([N:8]1[CH2:12][CH:11]([NH:26][CH2:19][C:20]2[CH:25]=[CH:24][CH:23]=[CH:22][CH:21]=2)[CH:10]([C:14]([O:16][CH2:17][CH3:18])=[O:15])[CH2:9]1)[C:2]1[CH:7]=[CH:6][CH:5]=[CH:4][CH:3]=1. Procedure details: 24.7 g of 1-benzyl-3-carboethoxy-4-pyrrolidone and 10.7 g of benzylamine were added to 100 ml of benzene, and then dehydrated with Dean-Stark distillation apparatus. The residual benzene was evaporated. The residue was dissolved in 200 ml of tetrahydrofuran, and then a small amount of methyl orange was added. To this was added methanol saturated with hydrogen chloride to adjust the pH to about 4, and then 7 g of sodium cyanoborohydride was added thereto. A solution of methanol saturated with hyd... Starting materials: [BH3-]C#N, CO, O=C[O-], [Cl-], [Cl-], [NH4+], [Na+], [Zn+2], O=C1C2CCN(CC2)C1Cc1cccnc1. Product: NC1C2CCN(CC2)C1Cc1cccnc1. As a reaction SMILES: [C:21](#[N:22])[BH3-:23].[CH3:25][OH:26].[CH:17]([O-:18])=[O:19].[Cl-:27].[Cl-:29].[NH4+:20].[Na+:24].[Zn+2:28].[n:1]1[cH:2][c:3]([CH2:7][CH:8]2[N:9]3[CH2:10][CH2:11][CH:12]([C:13]2=[O:14])[CH2:15][CH2:16]3)[cH:4][cH:5][cH:6]1>>[n:1]1[cH:2][c:3]([CH2:7][CH:8]2[N:9]3[CH2:10][CH2:11][CH:12]([CH:13]2[NH2:22])[CH2:15][CH2:16]3)[cH:4][cH:5][cH:6]1. The product is O=C(O)Cn1ccc2ccc(OCc3cnc(-c4ccc(C(F)(F)F)cc4)s3)cc21. The reactants are CC(C)(C)OC(=O)Cn1ccc2ccc(OCc3cnc(-c4ccc(C(F)(F)F)cc4)s3)cc21, [Na+], [OH-]. As a reaction SMILES: [C:1]([CH3:2])([CH3:3])([CH3:4])[O:5][C:6]([CH2:7][n:8]1[cH:9][cH:10][c:11]2[cH:12][cH:13][c:14]([O:17][CH2:18][c:19]3[cH:20][n:21][c:22](-[c:24]4[cH:25][cH:26][c:27]([C:30]([F:31])([F:32])[F:33])[cH:28][cH:29]4)[s:23]3)[cH:15][c:16]12)=[O:34].[Na+:36].[OH-:35]>>[O:5]=[C:6]([CH2:7][n:8]1[cH:9][cH:10][c:11]2[cH:12][cH:13][c:14]([O:17][CH2:18][c:19]3[cH:20][n:21][c:22](-[c:24]4[cH:25][cH:26][c:27]([C:30]([F:31])([F:32])[F:33])[cH:28][cH:29]4)[s:23]3)[cH:15][c:16]12)[OH:34]. Starting materials: O=S1(N(CCC1)C1=CC(=C(C(=O)O)C=C1)C)=O (4-(1,1-dioxo-1λ6-isothiazolidin-2-yl)-2-methylbenzoic acid), CC=1C(=NC=C(C1)C(F)(F)F)N1CCNCC1 (1-(3-methyl-5-trifluoromethylpyridin-2-yl)piperazine). Product: O=S1(N(CCC1)C1=CC(=C(C=C1)C(=O)N1CCN(CC1)C1=NC=C(C=C1C)C(F)(F)F)C)=O ([4-(1,1-dioxo-1λ6-isothiazolidin-2-yl)-2-methylphenyl][4-(3-methyl-5-trifluoromethylpyridin-2-yl)piperazin-1-yl]methanone). Yield: 47.7%. As a reaction SMILES: [O:1]=[S:2]1(=[O:17])[CH2:6][CH2:5][CH2:4][N:3]1[C:7]1[CH:15]=[CH:14][C:10]([C:11]([OH:13])=O)=[C:9]([CH3:16])[CH:8]=1.[CH3:18][C:19]1[C:20]([N:29]2[CH2:34][CH2:33][NH:32][CH2:31][CH2:30]2)=[N:21][CH:22]=[C:23]([C:25]([F:28])([F:27])[F:26])[CH:24]=1>>[O:17]=[S:2]1(=[O:1])[CH2:6][CH2:5][CH2:4][N:3]1[C:7]1[CH:15]=[CH:14][C:10]([C:11]([N:32]2[CH2:33][CH2:34][N:29]([C:20]3[C:19]([CH3:18])=[CH:24][C:23]([C:25]([F:28])([F:26])[F:27])=[CH:22][N:21]=3)[CH2:30][CH2:31]2)=[O:13])=[C:9]([CH3:16])[CH:8]=1. Procedure details: Using 4-(1,1-dioxo-1λ6-isothiazolidin-2-yl)-2-methylbenzoic acid (255 mg) described in Preparation Example 29 and 1-(3-methyl-5-trifluoromethylpyridin-2-yl)piperazine (245 mg) described in Preparation Example 84 and by the reaction and treatment in the same manner as in Example 87, the title compound (230 mg) was obtained. Starting materials: CC(=O)O, N#CCc1cc(C(c2cc(F)ccc2F)S(=O)(=O)c2ccc(Cl)cc2)c(Cl)cn1, O, O=S(=O)(O)O. Product: O=C(O)Cc1cc(C(c2cc(F)ccc2F)S(=O)(=O)c2ccc(Cl)cc2)c(Cl)cn1. Reaction SMILES: [CH3:1][C:2]([OH:3])=[O:4].[Cl:5][c:6]1[c:7]([CH:15]([c:16]2[c:17]([F:23])[cH:18][cH:19][c:20]([F:22])[cH:21]2)[S:24](=[O:25])(=[O:26])[c:27]2[cH:28][cH:29][c:30]([Cl:33])[cH:31][cH:32]2)[cH:8][c:9]([CH2:12][C:13]#[N:14])[n:10][cH:11]1.[OH2:39].[S:34](=[O:35])(=[O:36])([OH:37])[OH:38]>>[CH2:1]([C:2]([OH:3])=[O:4])[c:9]1[cH:8][c:7]([CH:15]([c:16]2[c:17]([F:23])[cH:18][cH:19][c:20]([F:22])[cH:21]2)[S:24](=[O:25])(=[O:26])[c:27]2[cH:28][cH:29][c:30]([Cl:33])[cH:31][cH:32]2)[c:6]([Cl:5])[cH:11][n:10]1. Starting materials: BrC=1C=C2C(=C(C=NC2=CC1)C(C)=O)N[C@@H]1CC[C@H](CC1)CN(C)C (1-(6-bromo-4-((trans-4-((dimethylamino)methyl)cyclohexyl)amino)quinolin-3-yl)ethanone), ClC1=C(C(=CC(=C1)B1OC(C(O1)(C)C)(C)C)Cl)O (2,6-dichloro-4-(4,4,5,5-tetramethyl-1,3,2-dioxaborolan-2-yl)phenol). Product: ClC=1C=C(C=C(C1O)Cl)C=1C=C2C(=C(C=NC2=CC1)C(C)=O)N[C@@H]1CC[C@H](CC1)CN(C)C (1-(6-(3,5-dichloro-4-hydroxyphenyl)-4-((trans-4-((dimethylamino)methyl)cyclohexyl)amino)quinolin-3-yl)ethanone). Yield: 63.8%. Reaction SMILES: Br[C:2]1[CH:3]=[C:4]2[C:9](=[CH:10][CH:11]=1)[N:8]=[CH:7][C:6]([C:12](=[O:14])[CH3:13])=[C:5]2[NH:15][C@H:16]1[CH2:21][CH2:20][C@H:19]([CH2:22][N:23]([CH3:25])[CH3:24])[CH2:18][CH2:17]1.[Cl:26][C:27]1[CH:32]=[C:31](B2OC(C)(C)C(C)(C)O2)[CH:30]=[C:29]([Cl:42])[C:28]=1[OH:43]>>[Cl:26][C:27]1[CH:32]=[C:31]([C:2]2[CH:3]=[C:4]3[C:9](=[CH:10][CH:11]=2)[N:8]=[CH:7][C:6]([C:12](=[O:14])[CH3:13])=[C:5]3[NH:15][C@H:16]2[CH2:21][CH2:20][C@H:19]([CH2:22][N:23]([CH3:24])[CH3:25])[CH2:18][CH2:17]2)[CH:30]=[C:29]([Cl:42])[C:28]=1[OH:43]. Procedure: Following general procedure D, 1-(6-bromo-4-((trans-4-((dimethylamino)methyl)cyclohexyl)amino)quinolin-3-yl)ethanone (32 mg, 0.079 mmol) was reacted with 2,6-dichloro-4-(4,4,5,5-tetramethyl-1,3,2-dioxaborolan-2-yl)phenol (51 mg, 0.176 mmol) to afford the desired product (24.5 mg, 64%) as a yellow solid. 1H NMR (500 MHz, MeOD) δ 8.93 (s, 1H), 8.34 (d, J=2.0 Hz, 2H), 7.99 (dd, J=8.7, 2.0 Hz, 1H), 7.89 (d, J=8.7 Hz, 1H), 7.62 (s, 2H), 4.27-4.20 (m, 1H), 2.80-2.74 (d, J=6.9 Hz, 2H), 2.71-2.63 (m, 9H...